From a dataset of the Open Reaction Database (ORD), a public repository of structured organic reaction records. describe an organic reaction: reactants, conditions, products, and yield The reactants are COc1c(F)cccc1-c1cccc(-n2cnc(C(=O)O)c2)c1, O=C(Cl)c1cn(-c2cccc(-c3ccccc3)c2)cn1. The product is COc1c(F)cccc1-c1cccc(-n2cnc(C(=O)Cl)c2)c1. Reaction SMILES: [F:21][c:22]1[c:23]([O:42][CH3:43])[c:24](-[c:28]2[cH:29][c:30](-[n:34]3[cH:35][n:36][c:37]([C:39](=[O:40])[OH:41])[cH:38]3)[cH:31][cH:32][cH:33]2)[cH:25][cH:26][cH:27]1.[c:1]1(-[c:2]2[cH:3][cH:4][cH:5][cH:6][cH:7]2)[cH:8][cH:9][cH:10][c:11](-[n:12]2[cH:13][c:15]([C:16]([Cl:14])=[O:17])[n:18][cH:19]2)[cH:20]1>>[Cl:14][C:39]([c:37]1[n:36][cH:35][n:34](-[c:30]2[cH:29][c:28](-[c:24]3[c:23]([O:42][CH3:43])[c:22]([F:21])[cH:27][cH:26][cH:25]3)[cH:33][cH:32][cH:31]2)[cH:38]1)=[O:40].